Dataset: the Open Reaction Database (ORD), a public repository of structured organic reaction records. Task: describe an organic reaction: reactants, conditions, products, and yield The reactants are N#Cc1ccccc1-c1ccc(CBr)s1, CCCC(=O)CC(=O)OCC, Cl, [H-], [Na+], C1CCOC1. The product is CCCC(=O)C(Cc1ccc(-c2ccccc2C#N)s1)C(=O)OCC. Reaction SMILES: [Br:14][CH2:15][c:16]1[cH:17][cH:18][c:19](-[c:21]2[c:22]([C:23]#[N:24])[cH:25][cH:26][cH:27][cH:28]2)[s:20]1.[CH3:3][CH2:4][CH2:5][C:6](=[O:7])[CH2:8][C:9](=[O:10])[O:11][CH2:12][CH3:13].[ClH:29].[H-:1].[Na+:2].[O:30]1[CH2:31][CH2:32][CH2:33][CH2:34]1>>[CH3:3][CH2:4][CH2:5][C:6](=[O:7])[CH:8]([C:9](=[O:10])[O:11][CH2:12][CH3:13])[CH2:15][c:16]1[cH:17][cH:18][c:19](-[c:21]2[c:22]([C:23]#[N:24])[cH:25][cH:26][cH:27][cH:28]2)[s:20]1. Reactants: CCOC(=O)N1C(=O)c2ccccc2C1=O, N#Cc1ccc(C(N)CC(=O)O)cc1, [Na+], [Na+], O=C([O-])[O-], O. The product is N#Cc1ccc(C(CC(=O)O)N2C(=O)c3ccccc3C2=O)cc1. Reaction SMILES: [C:21]([N:22]1[C:27](=[O:36])[c:28]2[c:29]([cH:32][cH:33][cH:34][cH:35]2)[C:30]1=[O:31])([O:23][CH2:24][CH3:25])=[O:26].[NH2:1][CH:2]([CH2:3][C:4](=[O:5])[OH:6])[c:7]1[cH:8][cH:9][c:10]([C:13]#[N:14])[cH:11][cH:12]1.[Na+:15].[Na+:16].[O-:17][C:18](=[O:19])[O-:20].[OH2:37]>>[N:1]1([CH:2]([CH2:3][C:4](=[O:5])[OH:6])[c:7]2[cH:8][cH:9][c:10]([C:13]#[N:14])[cH:11][cH:12]2)[C:27](=[O:36])[c:28]2[c:29]([cH:32][cH:33][cH:34][cH:35]2)[C:30]1=[O:31]. The reactants are CO, Cl, OC1CN(Cc2ccccc2)CCC1=C(c1ccc(F)cc1)c1ccc(F)cc1, [H][H]. Product: Cl, OC1CNCCC1=C(c1ccc(F)cc1)c1ccc(F)cc1. RXN SMILES: [CH3:33][OH:34].[ClH:1].[F:2][c:3]1[cH:4][cH:5][c:6]([C:9](=[C:10]2[CH:11]([OH:23])[CH2:12][N:13]([CH2:16][c:17]3[cH:18][cH:19][cH:20][cH:21][cH:22]3)[CH2:14][CH2:15]2)[c:24]2[cH:25][cH:26][c:27]([F:30])[cH:28][cH:29]2)[cH:7][cH:8]1.[H:31][H:32]>>[ClH:1].[F:2][c:3]1[cH:4][cH:5][c:6]([C:9](=[C:10]2[CH:11]([OH:23])[CH2:12][NH:13][CH2:14][CH2:15]2)[c:24]2[cH:25][cH:26][c:27]([F:30])[cH:28][cH:29]2)[cH:7][cH:8]1. Starting materials: FC1=C(C=CC=C1)B(O)O (2-fluorobenzene boronic acid), N1(CCCCCC1)CCOC1=CC=C(C(=O)C2=C(C=CC3=CC(=CC=C23)OC)OS(=O)(=O)C(F)(F)F)C=C1 (trifluoromethanesulfonic acid 1-[4-(2-azepan-1-yl-ethoxy)-benzoyl]-6-methoxynaphthalen-2-yl ester), [F-].[Cs+] (cesium fluoride). The reagents and catalysts are Cl[Pd]([P](C1=CC=CC=C1)(C2=CC=CC=C2)C3=CC=CC=C3)([P](C4=CC=CC=C4)(C5=CC=CC=C5)C6=CC=CC=C6)Cl (trans-dichlorobis(triphenylphosphine)palladium). Solvent: C(C)#N (acetonitrile). Yields the product N1(CCCCCC1)CCOC1=CC=C(C=C1)C(=O)C1=C(C=CC2=CC(=CC=C12)OC)C1=C(C=CC=C1)F ([4-(2-Azepan-1-yl-ethoxy)-phenyl]-[2-(2-fluoro-phenyl)-6-methoxy-naphthalen-1-yl]methanone). Yield: 72.5%. Reaction SMILES: [N:1]1([CH2:8][CH2:9][O:10][C:11]2[CH:38]=[CH:37][C:14]([C:15]([C:17]3[C:26]4[C:21](=[CH:22][C:23]([O:27][CH3:28])=[CH:24][CH:25]=4)[CH:20]=[CH:19][C:18]=3OS(C(F)(F)F)(=O)=O)=[O:16])=[CH:13][CH:12]=2)[CH2:7][CH2:6][CH2:5][CH2:4][CH2:3][CH2:2]1.[F:39][C:40]1[CH:45]=[CH:44][CH:43]=[CH:42][C:41]=1B(O)O.[F-].[Cs+]>C(#N)C.Cl[Pd](Cl)([P](C1C=CC=CC=1)(C1C=CC=CC=1)C1C=CC=CC=1)[P](C1C=CC=CC=1)(C1C=CC=CC=1)C1C=CC=CC=1>[N:1]1([CH2:8][CH2:9][O:10][C:11]2[CH:38]=[CH:37][C:14]([C:15]([C:17]3[C:26]4[C:21](=[CH:22][C:23]([O:27][CH3:28])=[CH:24][CH:25]=4)[CH:20]=[CH:19][C:18]=3[C:41]3[CH:42]=[CH:43][CH:44]=[CH:45][C:40]=3[F:39])=[O:16])=[CH:13][CH:12]=2)[CH2:7][CH2:6][CH2:5][CH2:4][CH2:3][CH2:2]1 |f:2.3,^1:56,75|. Reported procedure: Dissolve trifluoromethanesulfonic acid 1-[4-(2-azepan-1-yl-ethoxy)-benzoyl]-6-methoxynaphthalen-2-yl ester (1.68 g, 3.05 mmol) in 30 mL of acetonitrile and add 2-fluorobenzene boronic acid (0.85 g, 6.10 mmol), trans[dichlorobis(triphenylphosphine)]palladium II (0.43 g, 0.61 mmol) and sonicate briefly. Next add cesium fluoride (4.17 g, 27.45 mmol) and heat to 75° C. for 1 hour. Add Celite and filter. Concentrate the solvent under vacuum, dissolve in methanol and purify on an SCX cartridge, elutin... Starting materials: O=C1CCN(c2ccc(C=C3SC(N4CCOCC4)=NC3=O)cc2)CC1, NCC(O)COc1cccc2[nH]c(=O)[nH]c12. Yields the product O=C1N=C(N2CCOCC2)SC1=Cc1ccc(N2CCC(NCC(O)COc3cccc4[nH]c(=O)[nH]c34)CC2)cc1. As a reaction SMILES: [O:1]1[CH2:2][CH2:3][N:4]([C:7]2=[N:11][C:10](=[O:12])[C:9](=[CH:13][c:14]3[cH:15][cH:16][c:17]([N:20]4[CH2:21][CH2:22][C:23](=[O:26])[CH2:24][CH2:25]4)[cH:18][cH:19]3)[S:8]2)[CH2:5][CH2:6]1.[OH:27][CH:28]([CH2:29][O:30][c:31]1[cH:32][cH:33][cH:34][c:35]2[nH:36][c:37](=[O:40])[nH:38][c:39]12)[CH2:41][NH2:42]>>[O:1]1[CH2:2][CH2:3][N:4]([C:7]2=[N:11][C:10](=[O:12])[C:9](=[CH:13][c:14]3[cH:15][cH:16][c:17]([N:20]4[CH2:21][CH2:22][CH:23]([NH:42][CH2:41][CH:28]([OH:27])[CH2:29][O:30][c:31]5[cH:32][cH:33][cH:34][c:35]6[nH:36][c:37](=[O:40])[nH:38][c:39]56)[CH2:24][CH2:25]4)[cH:18][cH:19]3)[S:8]2)[CH2:5][CH2:6]1. Starting materials: C(C)(C)(C)OC(=O)NCCCC[C@@H](C(NCC1=NC=CC=C1)=O)NC(OCC1=CC=CC=C1)=O ((S)-benzyl 6-((tert-butoxycarbonyl)-amino)-1-oxo-1-(pyridin-2-ylmethylamino)hexan-2-ylcarbamate). The reagents and catalysts are [Pd] (palladium). The solvent is CO (methanol). Run at time 2 hour. Yields the product N[C@@H](CCCCNC(OC(C)(C)C)=O)C(NCC1=NC=CC=C1)=O ((S)-tert-butyl 5-amino-6-oxo-6-(pyridin-2-ylmethyl-amino)hexylcarbamate). RXN SMILES: [C:1]([O:5][C:6]([NH:8][CH2:9][CH2:10][CH2:11][CH2:12][C@H:13]([NH:24]C(=O)OCC1C=CC=CC=1)[C:14](=[O:23])[NH:15][CH2:16][C:17]1[CH:22]=[CH:21][CH:20]=[CH:19][N:18]=1)=[O:7])([CH3:4])([CH3:3])[CH3:2]>CO.[Pd]>[NH2:24][C@H:13]([C:14](=[O:23])[NH:15][CH2:16][C:17]1[CH:22]=[CH:21][CH:20]=[CH:19][N:18]=1)[CH2:12][CH2:11][CH2:10][CH2:9][NH:8][C:6](=[O:7])[O:5][C:1]([CH3:4])([CH3:3])[CH3:2]. Reported procedure: To a solution of (S)-benzyl 6-((tert-butoxycarbonyl)-amino)-1-oxo-1-(pyridin-2-ylmethylamino)hexan-2-ylcarbamate, 27, (3.8 g, 8.2 mmol) in methanol (80 mL) was added palladium (10 wt % on carbon, 0.5 g). The mixture was stirred under a hydrogen atmosphere for 2 h. The mixture was filtered through Celite and washed with methanol. The resulting filtrate was concentrated in vacuo. The crude residue was used without further purification: ESI+ MS: m/z (rel intensity) 337.2 (100, [M+H]+). Product: C(N)(=O)C=1C=C(OC2C(C(=O)O)=CC=CN2CC2=C(C=CC=C2)Cl)C=CC1 (2-(3-Carbamoyl-phenoxy)-N-(2-chloro-benzyl)-nicotinic acid). Reported procedure: A solution of 2-(3-Carbamoyl-phenoxy)-N-(2-chloro-benzyl)-nicotinic acid ethyl ester (4.31 grams, 16.08 mmole) in ethanol (100 ml) and 1 N sodium hydroxide (40.21 ml) was refluxed for 4 hours. The mixture was concentrated to 1/3 volume, diluted to 300 ml with water, acidified to pH 3 with 1 N hydrochloric acid and filtered to isolate a white solid which was recrystalized from ethyl acetate/hexane (3.8 g). M.P. 220-224° C.; Anal. calcd. for C13H10N2O4: C, 60.45; H, 3.91; N, 10.85. Found: C, 61.70... RXN SMILES: C([O:3][C:4](=[O:29])[C:5]1[CH:6]([O:19][C:20]2[CH:25]=[CH:24][CH:23]=[C:22]([C:26](=[O:28])[NH2:27])[CH:21]=2)[N:7]([CH2:11][C:12]2[CH:17]=[CH:16][CH:15]=[CH:14][C:13]=2[Cl:18])[CH:8]=[CH:9][CH:10]=1)C>C(O)C.[OH-].[Na+]>[C:26]([C:22]1[CH:21]=[C:20]([CH:25]=[CH:24][CH:23]=1)[O:19][CH:6]1[N:7]([CH2:11][C:12]2[CH:17]=[CH:16][CH:15]=[CH:14][C:13]=2[Cl:18])[CH:8]=[CH:9][CH:10]=[C:5]1[C:4]([OH:29])=[O:3])(=[O:28])[NH2:27] |f:2.3|. Run in C(C)O (ethanol), [OH-].[Na+] (sodium hydroxide). The reactants are C(C)OC(C=1C(N(C=CC1)CC1=C(C=CC=C1)Cl)OC1=CC(=CC=C1)C(N)=O)=O (2-(3-Carbamoyl-phenoxy)-N-(2-chloro-benzyl)-nicotinic acid ethyl ester).